From a dataset of the Open Reaction Database (ORD), a public repository of structured organic reaction records. describe an organic reaction: reactants, conditions, products, and yield Starting materials: COC1=C(C=C(C(=C1)N1CC2(C1)CCCN2C)[N+](=O)[O-])NC2=NC=CC(=N2)C=2C=NN1C2C=CC=C1 (N-[2-methoxy-4-(8-methyl-2,8-diazaspiro[3.4]octan-2-yl)-5-nitrophenyl]-4-pyrazolo[1,5-a]pyridin-3-ylpyrimidin-2-amine), COC1=C(C=C(C(=C1)N1CC2(C1)CCCN2C)[N+](=O)[O-])NC2=NC=CC(=N2)C=2C=NN1C2C=CC=C1 (N-[2-methoxy-4-(8-methyl-2,8-diazaspiro[3.4]octan-2-yl)-5-nitrophenyl]-4-pyrazolo[1,5-a]pyridin-3-ylpyrimidin-2-amine), [NH4+].[Cl-] (NH4Cl), C(C)O (ethanol). The reagents and catalysts are [Fe] (iron). Solvent: O (water). Yields the product COC1=C(C=C(C(=C1)N1CC2(C1)CCCN2C)N)NC2=NC=CC(=N2)C=2C=NN1C2C=CC=C1 (4-Methoxy-6-(8-methyl-2,8-diazaspiro[3.4]octan-2-yl)-N′-(4-pyrazolo[1,5-a]pyridin-3-ylpyrimidin-2-yl)benzene-1,3-diamine). Yield: 89.2%. As a reaction SMILES: [CH3:1][O:2][C:3]1[CH:8]=[C:7]([N:9]2[CH2:12][C:11]3([N:16]([CH3:17])[CH2:15][CH2:14][CH2:13]3)[CH2:10]2)[C:6]([N+:18]([O-])=O)=[CH:5][C:4]=1[NH:21][C:22]1[N:27]=[C:26]([C:28]2[CH:29]=[N:30][N:31]3[CH:36]=[CH:35][CH:34]=[CH:33][C:32]=23)[CH:25]=[CH:24][N:23]=1.[NH4+].[Cl-].C(O)C>[Fe].O>[CH3:1][O:2][C:3]1[CH:8]=[C:7]([N:9]2[CH2:10][C:11]3([N:16]([CH3:17])[CH2:15][CH2:14][CH2:13]3)[CH2:12]2)[C:6]([NH2:18])=[CH:5][C:4]=1[NH:21][C:22]1[N:27]=[C:26]([C:28]2[CH:29]=[N:30][N:31]3[CH:36]=[CH:35][CH:34]=[CH:33][C:32]=23)[CH:25]=[CH:24][N:23]=1 |f:1.2|. Reported procedure: A mixture of N-[2-methoxy-4-(8-methyl-2,8-diazaspiro[3.4]octan-2-yl)-5-nitrophenyl]-4-pyrazolo[1,5-a]pyridin-3-ylpyrimidin-2-amine (Intermediate 163, 404 mg, 0.83 mmol), iron (278 mg, 4.98 mmol), NH4Cl (33.3 mg, 0.62 mmol), ethanol (15 mL) and water (5 mL) was heated at reflux for 1.5 h. After cooling, the mixture was filtered and the residues were washed with 1:10 CH3OH—CH2Cl2 (20 mL). The combined filtrates were concentrated in vacuo onto silica. Purification by FCC, eluting with 1-10% methano... Run in CCOC(=O)C (EtOAc), C(Cl)Cl (CH2Cl2). Reagents/catalysts: [Pd] (Pd/C). Reactants: CCOC(=O)C.CC(C)O.O (EtOAc i-PrOH H2O), [H][H] (hydrogen), [Si](C)(C)(C(C)(C)C)OC[C@H]([C@@H](C(=O)OCC1=CC=CC=C1)NC1(C2=CC=CC=C2C=2C=CC=CC12)C1=CC=CC=C1)C ((2S,3S)-benzyl 4-(tert-butyldimethylsilyloxy)-3-methyl-2-(9-phenyl-9H-fluoren-9-ylamino)butanoate). Reaction conditions: time 21 hour. As a reaction SMILES: [H][H].[Si:3]([O:10][CH2:11][C@@H:12]([CH3:44])[C@H:13]([NH:24]C1(C2C=CC=CC=2)C2C=CC=CC=2C2C1=CC=CC=2)[C:14]([O:16]CC1C=CC=CC=1)=[O:15])([C:6]([CH3:9])([CH3:8])[CH3:7])([CH3:5])[CH3:4].CCOC(C)=O.CC(O)C.O>CCOC(C)=O.C(Cl)Cl.[Pd]>[NH2:24][C@@H:13]([C@H:12]([CH3:44])[CH2:11][O:10][Si:3]([C:6]([CH3:9])([CH3:8])[CH3:7])([CH3:5])[CH3:4])[C:14]([OH:16])=[O:15] |f:2.3.4|. Reported procedure: A balloon of hydrogen was attached to a mixture of (2S,3S)-benzyl 4-(tert-butyldimethylsilyloxy)-3-methyl-2-(9-phenyl-9H-fluoren-9-ylamino)butanoate (836 mg, 1.447 mmol) and 10% Pd/C (213 mg) in EtOAc (16 mL) and the mixture was stirred at room temperature for ˜21 hr, where the balloon was recharged with H2 as necessary. The reaction mixture was diluted with CH2Cl2 and filtered through a pad of diatomaceous earth (Celite-545®), and the pad was washed with EtOAc (200 mL), EtOAc/MeOH (1:1 mixture,... Product: N[C@H](C(=O)O)[C@@H](CO[Si](C)(C)C(C)(C)C)C ((2S,3S)-2-amino-4-(tert-butyldimethylsilyloxy)-3-methylbutanoic acid), solid. The reactants are [OH-].[Na+] (sodium hydroxide), O (water), COC(C1=CC=C(C=C1)OC=1N=NC(=CC1)OCC=1C(=NOC1C(C)C)C1=C(C=CC=C1Cl)Cl)=O (4-{6-[3-(2,6-dichloro-phenyl)-5-isopropyl-isoxazol-4-ylmethoxy]-pyridazin-3-yloxy}-benzoic acid methyl ester). Run in C(C)O (ethanol). Conditions: time 20 hour. Yields the product ClC1=C(C(=CC=C1)Cl)C1=NOC(=C1COC1=CC=C(N=N1)OC1=CC=C(C(=O)O)C=C1)C(C)C (4-(6-((3-(2,6-Dichlorophenyl)-5-isopropylisoxazol-4-yl)methoxy)pyridazin-3-yloxy)benzoic acid). The yield is 99.0%. As a reaction SMILES: C[O:2][C:3](=[O:35])[C:4]1[CH:9]=[CH:8][C:7]([O:10][C:11]2[N:12]=[N:13][C:14]([O:17][CH2:18][C:19]3[C:20]([C:27]4[C:32]([Cl:33])=[CH:31][CH:30]=[CH:29][C:28]=4[Cl:34])=[N:21][O:22][C:23]=3[CH:24]([CH3:26])[CH3:25])=[CH:15][CH:16]=2)=[CH:6][CH:5]=1.[OH-].[Na+].O>C(O)C>[Cl:34][C:28]1[CH:29]=[CH:30][CH:31]=[C:32]([Cl:33])[C:27]=1[C:20]1[C:19]([CH2:18][O:17][C:14]2[N:13]=[N:12][C:11]([O:10][C:7]3[CH:6]=[CH:5][C:4]([C:3]([OH:35])=[O:2])=[CH:9][CH:8]=3)=[CH:16][CH:15]=2)=[C:23]([CH:24]([CH3:26])[CH3:25])[O:22][N:21]=1 |f:1.2|. Procedure details: To a suspension of 4-{6-[3-(2,6-dichloro-phenyl)-5-isopropyl-isoxazol-4-ylmethoxy]-pyridazin-3-yloxy}-benzoic acid methyl ester from the previous step (0.083 g, 0.155 mmol) in ethanol (5 ml) was added sodium hydroxide (0.02 g, 0.5 mmol) and water (0.2 ml). The reaction mixture was stirred at room temperature for 20 h. The volatiles were removed in vacuo and the residue was diluted with water (3 ml) and the resulting solution was acidified to pH 5 by addition of 4N HCl. The formed precipitate was... The reactants are Cl.C1(CC1)COC1=C(C=C(C=C1)CC)C=1C2=C(N=CN1)C(=C(N2)C)C(=O)N[C@@H]2CNC[C@H]2O (4-[2-(cyclopropylmethoxy)-5-ethylphenyl]-N-[(3R*,4R*)-4-hydroxypyrrolidin-3-yl]-6-methyl-5H-pyrrolo[3,2-d]pyrimidine-7-carboxamide hydrochloride), C(CC)(=O)Cl (propionyl chloride). Yields the product C1(CC1)COC1=C(C=C(C=C1)CC)C=1C2=C(N=CN1)C(=C(N2)C)C(=O)N[C@@H]2CN(C[C@H]2O)C(CC)=O (4-[2-(Cyclopropylmethoxy)-5-ethylphenyl]-N-[(3R*,4R*)-4-hydroxy-1-propanoylpyrrolidin-3-yl]-6-methyl-5H-pyrrolo[3,2-d]pyrimidine-7-carboxamide). Reaction SMILES: Cl.[CH:2]1([CH2:5][O:6][C:7]2[CH:12]=[CH:11][C:10]([CH2:13][CH3:14])=[CH:9][C:8]=2[C:15]2[C:16]3[NH:23][C:22]([CH3:24])=[C:21]([C:25]([NH:27][C@H:28]4[C@H:32]([OH:33])[CH2:31][NH:30][CH2:29]4)=[O:26])[C:17]=3[N:18]=[CH:19][N:20]=2)[CH2:4][CH2:3]1.[C:34](Cl)(=[O:37])[CH2:35][CH3:36]>>[CH:2]1([CH2:5][O:6][C:7]2[CH:12]=[CH:11][C:10]([CH2:13][CH3:14])=[CH:9][C:8]=2[C:15]2[C:16]3[NH:23][C:22]([CH3:24])=[C:21]([C:25]([NH:27][C@H:28]4[C@H:32]([OH:33])[CH2:31][N:30]([C:34](=[O:37])[CH2:35][CH3:36])[CH2:29]4)=[O:26])[C:17]=3[N:18]=[CH:19][N:20]=2)[CH2:4][CH2:3]1 |f:0.1|. Reported procedure: Starting from 4-[2-(cyclopropylmethoxy)-5-ethylphenyl]-N-[(3R*,4R*)-4-hydroxypyrrolidin-3-yl]-6-methyl-5H-pyrrolo[3,2-d]pyrimidine-7-carboxamide hydrochloride (example D.f51) and commercially available propionyl chloride the title compound is obtained as colorless solid. Starting materials: CC(C)(C)[Si](C)(C)Cl, CCc1ccc(F)c(O)c1, CCOC(C)=O, CN(C)C=O, c1c[nH]cn1. Product: CCc1ccc(F)c(O[Si](C)(C)C(C)(C)C)c1. As a reaction SMILES: [C:16]([CH3:17])([CH3:18])([CH3:19])[Si:20]([CH3:21])([CH3:22])[Cl:23].[CH2:1]([CH3:2])[c:3]1[cH:4][cH:5][c:6]([F:10])[c:7]([OH:9])[cH:8]1.[CH3:29][CH2:30][O:31][C:32]([CH3:33])=[O:34].[O:24]=[CH:25][N:26]([CH3:27])[CH3:28].[nH:11]1[cH:12][cH:13][n:14][cH:15]1>>[CH2:1]([CH3:2])[c:3]1[cH:4][cH:5][c:6]([F:10])[c:7]([O:9][Si:20]([C:16]([CH3:17])([CH3:18])[CH3:19])([CH3:21])[CH3:22])[cH:8]1. The reactants are C(C)(C)(C)OC(N(C)CC1=CC(=C(C=C1)Cl)CO)=O ((4-chloro-3-hydroxymethyl-benzyl)-methyl-carbamic acid tert-butyl ester). Reagents/catalysts: O=[Mn]=O (MnO2), O=[Mn]=O (MnO2). Solvent: CC#N (CH3CN). Reaction conditions: time 4.5 hour. The product is C(C)(C)(C)OC(N(C)CC1=CC(=C(C=C1)Cl)C=O)=O ((4-Chloro-3-formyl-benzyl)-methyl-carbamic acid tert-butyl ester). Isolated yield 87.0%. Reaction SMILES: [C:1]([O:5][C:6](=[O:19])[N:7]([CH2:9][C:10]1[CH:15]=[CH:14][C:13]([Cl:16])=[C:12]([CH2:17][OH:18])[CH:11]=1)[CH3:8])([CH3:4])([CH3:3])[CH3:2]>CC#N.O=[Mn]=O>[C:1]([O:5][C:6](=[O:19])[N:7]([CH2:9][C:10]1[CH:15]=[CH:14][C:13]([Cl:16])=[C:12]([CH:17]=[O:18])[CH:11]=1)[CH3:8])([CH3:4])([CH3:2])[CH3:3]. Procedure: MnO2 (372 mg, 3.85 mmol) was added to a sol. of (4-chloro-3-hydroxymethyl-benzyl)-methyl-carbamic acid tert-butyl ester (110 mg, 0.385 mmol) in CH3CN (7.70 mL). The mixture was stirred at rt for 4.5 h, and MnO2 (186 mg, 1.93 mmol) was added again. The mixture was stirred for 1 h, and the mixture was filtered over Celite. The precipitate was washed with CH3CN and CH2Cl2. The filtrate was evaporated under reduced pressure. Drying the residue under high vacuum yielded the crude title compound (95 m... The reactants are IC[C@@H]1CN([C@@H](CO1)C)CC1=CC=CC=C1 ((2S,5R)-2-(iodomethyl)-5-methyl-4-(phenylmethyl)morpholine). Reagents/catalysts: [Pd] (Pd/C). Run in C(C)O (ethanol), C(C)O (ethanol). Conditions: temperature 25 celsius, time 2 hour. Product: C[C@@H]1CN([C@@H](CO1)C)CC1=CC=CC=C1 ((2R,5R)-2,5-Dimethyl-4-(phenylmethyl)morpholine). Isolated yield 80.6%. RXN SMILES: I[CH2:2][C@H:3]1[O:8][CH2:7][C@@H:6]([CH3:9])[N:5]([CH2:10][C:11]2[CH:16]=[CH:15][CH:14]=[CH:13][CH:12]=2)[CH2:4]1>C(O)C.[Pd]>[CH3:2][C@H:3]1[O:8][CH2:7][C@@H:6]([CH3:9])[N:5]([CH2:10][C:11]2[CH:16]=[CH:15][CH:14]=[CH:13][CH:12]=2)[CH2:4]1. Procedure: To a solution of (2S,5R)-2-(iodomethyl)-5-methyl-4-(phenylmethyl)morpholine (5.0 g, 15.10 mmol) in ethanol (120 mL) stirred under nitrogen at room temperature was added Pd/C (1.607 g, 1.510 mmol) in ethanol (120 mL). The reaction mixture was purged with hydrogen, and was stirred under hydrogen at 25° C. for 2 hours. After the completion (by LCMS), the mixture was filtered through a pad of celite, the filtrate was purified by silica gel chromatography (300-400 mesh), eluting with petroleum/EtOAc ... The reactants are CCO, CCOC(=O)C1CCN(C(=O)OC(C)(C)C)CC1, NN, O. Yields the product CC(C)(C)OC(=O)N1CCC(C(=O)NN)CC1. Reaction SMILES: [CH3:22][CH2:23][OH:24].[N:1]1([C:12](=[O:13])[O:14][C:15]([CH3:16])([CH3:17])[CH3:18])[CH2:2][CH2:3][CH:4]([C:7](=[O:8])[O:9][CH2:10][CH3:11])[CH2:5][CH2:6]1.[NH2:20][NH2:21].[OH2:19]>>[N:1]1([C:12](=[O:13])[O:14][C:15]([CH3:16])([CH3:17])[CH3:18])[CH2:2][CH2:3][CH:4]([C:7](=[O:8])[NH:20][NH2:21])[CH2:5][CH2:6]1. Starting materials: C(C1=CC=C(C(=O)O)C=C1)(=O)O (terephthalic acid), [N-]=C=O.[N-]=C=O.O=C1C=C(CC(C)(C)C1)C (isophoronediisocyanate), OC1=CC=C(C=C1)C(C)(C)C1=CC=C(C=C1)O (bisphenol A), C1C(C)O1 (propyleneoxide), C(C1=CC=C(C(=O)O)C=C1)(=O)O (terephthalic acid), ( 5 ), polyester, NCCCCCCN (hexamethylenediamine). The product is OC1=CC=C(C=C1)C(C)(C)C1=CC=C(C=C1)O (bisphenol A), C1CO1 (ethyleneoxide). RXN SMILES: C(O)(=O)C1C=C[C:5]([C:6]([OH:8])=O)=CC=1.[N-]=C=O.[N-]=C=O.O=C1CC(C)(C)CC(C)=C1.[OH:29][C:30]1[CH:35]=[CH:34][C:33]([C:36]([C:39]2[CH:44]=[CH:43][C:42]([OH:45])=[CH:41][CH:40]=2)([CH3:38])[CH3:37])=[CH:32][CH:31]=1.C1OC1C.NCCCCCCN>>[OH:29][C:30]1[CH:31]=[CH:32][C:33]([C:36]([C:39]2[CH:40]=[CH:41][C:42]([OH:45])=[CH:43][CH:44]=2)([CH3:38])[CH3:37])=[CH:34][CH:35]=1.[CH2:6]1[O:8][CH2:5]1 |f:1.2.3|. Procedure details: Specific examples of the urea-modified polyester resins include (1) a mixture of a urea-modified polyester prepolymer with isophoronediamine, which is formed from a reacting a polycondensate of an adduct of bisphenol A with 2 moles of ethyleneoxide and an isophthalic acid with isophoronediisocyanate; and a polycondensate of an adduct of bisphenol A with 2 moles of ethyleneoxide and an isophthalic acid, (2) a mixture of a urea-modified polyester prepolymer with isophoronediamine, which is formed ...